From a dataset of the Open Reaction Database (ORD), a public repository of structured organic reaction records. describe an organic reaction: reactants, conditions, products, and yield Reactants: N#Cc1cccc(N2CC(c3ccc(OCc4ccccc4)c(OC4CCCC4)c3)CC2=O)c1, CCO, CCOC(C)=O. Product: N#Cc1cccc(N2CC(c3ccc(O)c(OC4CCCC4)c3)CC2=O)c1. As a reaction SMILES: [CH2:1]([c:2]1[cH:3][cH:4][cH:5][cH:6][cH:7]1)[O:8][c:9]1[c:10]([O:29][CH:30]2[CH2:31][CH2:32][CH2:33][CH2:34]2)[cH:11][c:12]([CH:15]2[CH2:16][C:17](=[O:28])[N:18]([c:20]3[cH:21][c:22]([C:23]#[N:24])[cH:25][cH:26][cH:27]3)[CH2:19]2)[cH:13][cH:14]1.[CH3:35][CH2:36][OH:37].[CH3:38][CH2:39][O:40][C:41]([CH3:42])=[O:43]>>[OH:8][c:9]1[c:10]([O:29][CH:30]2[CH2:31][CH2:32][CH2:33][CH2:34]2)[cH:11][c:12]([CH:15]2[CH2:16][C:17](=[O:28])[N:18]([c:20]3[cH:21][c:22]([C:23]#[N:24])[cH:25][cH:26][cH:27]3)[CH2:19]2)[cH:13][cH:14]1. Reactants: ClC1=NC(=NC(=C1)C=1C=NC=CC1)C1=NC=CC=C1 (4-chloro-6-pyridin-3-yl-2-pyridin-2-yl-pyrimidine), ClC1=NC(=NC(=C1)C=1C=NC=CC1)C1=NC=CC=C1 (4-chloro-6-pyridin-3-yl-2-pyridin-2-yl-pyrimidine), N1C=CC2=C(C=CC=C12)CN (C-(1H-indol-4-yl)-methylamine), C(=O)([O-])[O-].[K+].[K+] (K2CO3). Run in CN1CCCC1=O (NMP). Yields the product N1C=CC2=C(C=CC=C12)CNC1=NC(=NC(=C1)C=1C=NC=CC1)C1=NC=CC=C1 ((1H-Indol-4-ylmethyl)-(6-pyridin-3-yl-2-pyridin-2-yl-pyrimidin-4-yl)-amine). Reaction SMILES: Cl[C:2]1[CH:7]=[C:6]([C:8]2[CH:9]=[N:10][CH:11]=[CH:12][CH:13]=2)[N:5]=[C:4]([C:14]2[CH:19]=[CH:18][CH:17]=[CH:16][N:15]=2)[N:3]=1.[NH:20]1[C:28]2[C:23](=[C:24]([CH2:29][NH2:30])[CH:25]=[CH:26][CH:27]=2)[CH:22]=[CH:21]1.C([O-])([O-])=O.[K+].[K+]>CN1C(=O)CCC1>[NH:20]1[C:28]2[C:23](=[C:24]([CH2:29][NH:30][C:2]3[CH:7]=[C:6]([C:8]4[CH:9]=[N:10][CH:11]=[CH:12][CH:13]=4)[N:5]=[C:4]([C:14]4[CH:19]=[CH:18][CH:17]=[CH:16][N:15]=4)[N:3]=3)[CH:25]=[CH:26][CH:27]=2)[CH:22]=[CH:21]1 |f:2.3.4|. Reported procedure: A solution of 4-chloro-6-pyridin-3-yl-2-pyridin-2-yl-pyrimidine (Intermediate A) (1 eq, 0.2 g), C-(1H-indol-4-yl)-methylamine (1.1 eq, 0.12 g) and K2CO3 (3 eq, 0.308 g) in NMP (6 ml) is heated using microwave radiation at 120° C. for 1 hour. After cooling to room temperature, the mixture is partitioned between EtOAc/water and the organic portion is separated, washed with brine, dried (MgSO4) and concentrated in vacuo. The crude residue is purified by mass directed preparative HPLC eluting with a... Reactants: BrCc1ccccc1, Brc1ccc(C2OCCO2)cn1, Cl[Ni]Cl, C1CCOC1, [Zn], c1ccc(P(c2ccccc2)c2ccccc2)cc1, c1ccc(P(c2ccccc2)c2ccccc2)cc1. RXN SMILES: [Br:1][CH2:2][c:3]1[cH:4][cH:5][cH:6][cH:7][cH:8]1.[Br:9][c:10]1[n:11][cH:12][c:13]([CH:16]2[O:17][CH2:18][CH2:19][O:20]2)[cH:14][cH:15]1.[Ni:22]([Cl:23])[Cl:24].[O:63]1[CH2:64][CH2:65][CH2:66][CH2:67]1.[Zn:21].[c:25]1([P:26]([c:27]2[cH:28][cH:29][cH:30][cH:31][cH:32]2)[c:33]2[cH:34][cH:35][cH:36][cH:37][cH:38]2)[cH:39][cH:40][cH:41][cH:42][cH:43]1.[c:44]1([P:45]([c:46]2[cH:47][cH:48][cH:49][cH:50][cH:51]2)[c:52]2[cH:53][cH:54][cH:55][cH:56][cH:57]2)[cH:58][cH:59][cH:60][cH:61][cH:62]1>>[CH2:2]([c:3]1[cH:4][cH:5][cH:6][cH:7][cH:8]1)[c:10]1[n:11][cH:12][c:13]([CH:16]2[O:17][CH2:18][CH2:19][O:20]2)[cH:14][cH:15]1. The product is c1ccc(Cc2ccc(C3OCCO3)cn2)cc1. Reactants: COC(=O)C(CC(C)C)N1CC(Oc2cccc(O)c2F)=CC1=O, [Li+], C1CCOC1, [OH-], O. The product is CC(C)CC(C(=O)O)N1CC(Oc2cccc(O)c2F)=CC1=O. Reaction SMILES: [CH3:1][O:2][C:3]([CH:4]([CH2:5][CH:6]([CH3:7])[CH3:8])[N:9]1[C:10](=[O:23])[CH:11]=[C:12]([O:14][c:15]2[c:16]([F:22])[c:17]([OH:21])[cH:18][cH:19][cH:20]2)[CH2:13]1)=[O:24].[Li+:27].[O:28]1[CH2:29][CH2:30][CH2:31][CH2:32]1.[OH-:26].[OH2:25]>>[O:2]=[C:3]([CH:4]([CH2:5][CH:6]([CH3:7])[CH3:8])[N:9]1[C:10](=[O:23])[CH:11]=[C:12]([O:14][c:15]2[c:16]([F:22])[c:17]([OH:21])[cH:18][cH:19][cH:20]2)[CH2:13]1)[OH:24]. Reaction conditions: temperature 65 celsius, time 5 hour. The product is BrC=1C(=NC(=NC1N)N1N=CC2=CC=CC=C12)NCC1CC1 (5-bromo-N4-(cyclopropylmethyl)-2-(1H-indazol-1-yl)pyrimidine-4,6-diamine). Procedure details: A mixture of 0.1 g (0.31 mmol) of 5-bromo-6-chloro-2-(1H-indazol-1-yl)pyrimidine-4-amine (intermediate 5) and 160 μl (1.85 mmol) of cyclopropylmethylamine in 0.5 ml of DMSO in a closed glass tube was stirred for 5 h at 65° C. The reaction mixture was poured onto 20 ml of cold water. The formed white precipitate was filtered, washed several times with water and dried. 0.088 g (79.7%) of the desired compound were obtained. Reaction SMILES: [Br:1][C:2]1[C:3]([NH2:18])=[N:4][C:5]([N:9]2[C:17]3[C:12](=[CH:13][CH:14]=[CH:15][CH:16]=3)[CH:11]=[N:10]2)=[N:6][C:7]=1Cl.[CH:19]1([CH2:22][NH2:23])[CH2:21][CH2:20]1.O>CS(C)=O>[Br:1][C:2]1[C:7]([NH:23][CH2:22][CH:19]2[CH2:21][CH2:20]2)=[N:6][C:5]([N:9]2[C:17]3[C:12](=[CH:13][CH:14]=[CH:15][CH:16]=3)[CH:11]=[N:10]2)=[N:4][C:3]=1[NH2:18]. Solvent: CS(=O)C (DMSO). Reactants: O (water), BrC=1C(=NC(=NC1Cl)N1N=CC2=CC=CC=C12)N (5-bromo-6-chloro-2-(1H-indazol-1-yl)pyrimidine-4-amine), BrC=1C(=NC(=NC1Cl)N1N=CC2=CC=CC=C12)N (5-bromo-6-chloro-2-(1H-indazol-1-yl)pyrimidine-4-amine), C1(CC1)CN (cyclopropylmethylamine). The yield is 79.0%. Reactants: BrB(Br)Br, ClCCl, COc1cc2c(cc1Cl)C(C)CN(C(=O)C(F)(F)F)CC2. Yields the product CC1CN(C(=O)C(F)(F)F)CCc2cc(O)c(Cl)cc21. Reaction SMILES: [B:22]([Br:23])([Br:24])[Br:25].[Cl:26][CH2:27][Cl:28].[F:1][C:2]([C:3](=[O:4])[N:5]1[CH2:6][CH2:7][c:8]2[c:9]([cH:13][c:14]([Cl:19])[c:15]([O:17][CH3:18])[cH:16]2)[CH:10]([CH3:12])[CH2:11]1)([F:20])[F:21]>>[F:1][C:2]([C:3](=[O:4])[N:5]1[CH2:6][CH2:7][c:8]2[c:9]([cH:13][c:14]([Cl:19])[c:15]([OH:17])[cH:16]2)[CH:10]([CH3:12])[CH2:11]1)([F:20])[F:21]. Starting materials: BrC[C@@H]1OC2=C(C1)C=C(C=C2)F ((R)-2-bromomethyl-5-fluoro-2,3-dihydro-benzofuran), BrBr (bromine). Solvent: CO (methanol), C(C)(=O)O (acetic acid). Run at time 12 hour. Yields the product BrC1=CC(=CC=2C[C@@H](OC21)CBr)F ((R)-7-Bromo-2-bromomethyl-5-fluoro-2,3-dihydro-benzofuran). As a reaction SMILES: [Br:1][CH2:2][C@H:3]1[CH2:7][C:6]2[CH:8]=[C:9]([F:12])[CH:10]=[CH:11][C:5]=2[O:4]1.[Br:13]Br>C(O)(=O)C.CO>[Br:13][C:11]1[C:5]2[O:4][C@@H:3]([CH2:2][Br:1])[CH2:7][C:6]=2[CH:8]=[C:9]([F:12])[CH:10]=1. Procedure details: To a solution of (R)-2-bromomethyl-5-fluoro-2,3-dihydro-benzofuran (3.20 g, 14 mmol) in acetic acid was added bromine (2.2 ml, 42 mmol) and the reaction mixture was allowed to stir at room temperature for 12 h. The solvent was removed in vacuo and the residue dissolved in dichloromethane and washed with saturated aqueous sodium sulfite. The solvent was removed in vacuo and purification by flash column chromatography (silica, ethyl acetate:hexanes 1:19) afforded 3.16 g (74%) of as a light yellow ... Starting materials: CC1=CC2=C(C(OC2=O)=O)C=C1 (5-methyl-2-benzofuran-1,3-dione), C(C)(=O)OCC (ethyl acetate), S(O)(O)(=O)=O (sulfuric acid), ice water. Solvent: CO (methanol). Conditions: time 2.5 hour. The product is CC=1C=C(C(C(=O)OC)=CC1)C(=O)OC (dimethyl 4-methylphthalate). RXN SMILES: [CH3:1][C:2]1[CH:12]=C[C:5]2[C:6](=[O:10])[O:7][C:8](=O)[C:4]=2[CH:3]=1.S(=O)(=O)(O)O.[C:18]([O:21][CH2:22]C)(=[O:20])[CH3:19]>CO>[CH3:12][C:2]1[CH:1]=[C:19]([C:18]([O:21][CH3:22])=[O:20])[C:5](=[CH:4][CH:3]=1)[C:6]([O:7][CH3:8])=[O:10]. Reported procedure: 3.00 g of 5-methyl-2-benzofuran-1,3-dione was suspended in 30 mL of methanol, to which 0.2 mL of sulfuric acid was added at room temperature, and this suspension was stirred for 2.5 hours while heating it under reflux. The reaction mixture was cooled to room temperature, and poured into ice water followed by addition of ethyl acetate, and then the organic phase was separated therefrom. After the resultant organic phase was washed with water and a saturated sodium chloride solution successively, ... Starting materials: C[O-].[Na+] (sodium methoxide), ClC=1N=NC(=CC1)N1CCN(CC1)C1=CC(=CC=C1)C (3-chloro-6-[4-(3-methylphenyl)-1-piperazinyl]pyridazine), [Na] (sodium), CO (methanol). Solvent: O (water). Yields the product COC=1N=NC(=CC1)N1CCN(CC1)C1=CC(=CC=C1)C (3-methoxy-6-[4-(3-methylphenyl)-1-piperazinyl]pyridazine). The yield is 50.0%. RXN SMILES: [CH3:1][O-:2].[Na+].[Na].CO.Cl[C:8]1[N:9]=[N:10][C:11]([N:14]2[CH2:19][CH2:18][N:17]([C:20]3[CH:25]=[CH:24][CH:23]=[C:22]([CH3:26])[CH:21]=3)[CH2:16][CH2:15]2)=[CH:12][CH:13]=1>O>[CH3:1][O:2][C:8]1[N:9]=[N:10][C:11]([N:14]2[CH2:19][CH2:18][N:17]([C:20]3[CH:25]=[CH:24][CH:23]=[C:22]([CH3:26])[CH:21]=3)[CH2:16][CH2:15]2)=[CH:12][CH:13]=1 |f:0.1,^1:3|. Procedure: To a stirred sodium methoxide solution, previously prepared starting from 1.6 parts of sodium in 24 parts of methanol, were added 4 parts of 3-chloro-6-[4-(3-methylphenyl)-1-piperazinyl]pyridazine. The whole was stirred and refluxed for 40 hours. After cooling, 25 parts of water were added. The product was filtered off, washed with water and dissolved in trichloromethane. The organic layer was dried, filtered and evaporated. The residue was crystallized from a mixture of 2-propanol and 2,2'-oxyb... The reactants are C(CCC)[Li] (n-butyllithium), O1CCCC1 (tetrahydrofuran), ClN1C(CCC1=O)=O (N-chlorosuccinimide), S(=O)=O (sulfur dioxide), C(C)(C)O (isopropyl alcohol). The solvent is C(C)(=O)O (acetic acid), CCOCC (ether), C(C)(=O)O (acetic acid), C(Cl)Cl (methylene chloride). Conditions: temperature -78 celsius, time 3 hour. Product: O1COC2=C1C=CC=C2S(=O)(=O)N (1,3-Benzodioxole-4-sulfonamide). RXN SMILES: [CH2:1]([Li])[CH2:2][CH2:3]C.[S:6](=[O:8])=[O:7].[CH:9]([OH:12])([CH3:11])[CH3:10].Cl[N:14]1C(=O)CCC1=O.[O:21]1[CH2:25]CCC1>C(O)(=O)C.C(Cl)Cl.CCOCC>[O:12]1[C:9]2[CH:11]=[CH:1][CH:2]=[C:3]([S:6]([NH2:14])(=[O:8])=[O:7])[C:10]=2[O:21][CH2:25]1. Procedure: To a solution of 18.8 g 3-bromocatechol (prepared according to the procedure of H. S. Mason, J. Am. Chem. Soc., 1947, 69, 2241) and 10 g methylene chloride in 150 ml dimethyl sulfoxide at ambient temperature under nitrogen is added 8.3 g of sodium hydroxide (powdered). The reaction mixture is heated at 120° C. for 2 hours. Steam distillation gives 13.5 g of the solid, 4-bromo-1,3-benzodioxole. The solid is dissolved in 200 ml of tetrahydrofuran under a nitrogen atmosphere, cooled to -78° C. and ...